This data is from the Open Reaction Database (ORD), a public repository of structured organic reaction records. The task is: describe an organic reaction: reactants, conditions, products, and yield Starting materials: Cl (hydrochloric acid), [OH-].[K+] (potassium hydroxide), C(C)OC(C1=CN=CC(=C1)C=1C(=C2C(=NC1)N(C=C2)COCC[Si](C)(C)C)Cl)=O (5-[4-chloro-1-(2-trimethylsilanyl-ethoxymethyl)-1H-pyrrolo[2,3-b]pyridin-5-yl]-nicotinic acid ethyl ester). The solvent is O (water), O (water), C(C)O (ethanol), O (water). Reaction conditions: time 16 hour. Product: ClC1=C2C(=NC=C1C=1C=NC=C(C(=O)O)C1)N(C=C2)COCC[Si](C)(C)C (5-[4-chloro-1-(2-trimethylsilanyl-ethoxymethyl)-1H-pyrrolo[2,3-b]pyridin-5-yl]-nicotinic acid). Yield: 111.3%. As a reaction SMILES: C([O:3][C:4](=[O:29])[C:5]1[CH:10]=[C:9]([C:11]2[C:12]([Cl:28])=[C:13]3[CH:19]=[CH:18][N:17]([CH2:20][O:21][CH2:22][CH2:23][Si:24]([CH3:27])([CH3:26])[CH3:25])[C:14]3=[N:15][CH:16]=2)[CH:8]=[N:7][CH:6]=1)C.[OH-].[K+].Cl>C(O)C.O>[Cl:28][C:12]1[C:11]([C:9]2[CH:8]=[N:7][CH:6]=[C:5]([CH:10]=2)[C:4]([OH:29])=[O:3])=[CH:16][N:15]=[C:14]2[N:17]([CH2:20][O:21][CH2:22][CH2:23][Si:24]([CH3:27])([CH3:26])[CH3:25])[CH:18]=[CH:19][C:13]=12 |f:1.2|. Reported procedure: 1.070 g (2.48 mmol) of 5-[4-chloro-1-(2-trimethylsilanyl-ethoxymethyl)-1H-pyrrolo[2,3-b]pyridin-5-yl]-nicotinic acid ethyl ester was dissolved in 10 mL of ethanol. 2 mL of 50% w/v solution of potassium hydroxide in water and 10 mL of water were added and the resulting solution was left standing at ambient temperature for 16 h. Subsequently the pH was adjusted to approximately 4 by addition of concentrated aqueous hydrochloric acid and the mixture diluted with 100 mL of water. The resulting preci... Reactants: ClC1=C(C=CC(=C1)Cl)CCCCCCC[C@@H]([C@](CC(=O)OC)(C(=O)OC)O)O ((3R*,4S*) Methyl 11-(2,4-dichlorophenyl)-3,4-dihydroxy-3-methoxycarbonylundecanoate). Run in Cl (HCl), O (water). The product is C(=O)(O)[C@@](CC(=O)O)([C@H](CCCCCCCC1=C(C=C(C=C1)Cl)Cl)O)O ((3R*,4S*) 3-Carboxy-11-(2 4-dichlorophenyl)-3 4-dihydroxyundecanoic acid). The yield is 68.0%. RXN SMILES: [Cl:1][C:2]1[CH:7]=[C:6]([Cl:8])[CH:5]=[CH:4][C:3]=1[CH2:9][CH2:10][CH2:11][CH2:12][CH2:13][CH2:14][CH2:15][C@H:16]([OH:28])[C@@:17]([OH:27])([C:23]([O:25]C)=[O:24])[CH2:18][C:19]([O:21]C)=[O:20]>Cl.O>[C:23]([C@:17]([OH:27])([C@@H:16]([OH:28])[CH2:15][CH2:14][CH2:13][CH2:12][CH2:11][CH2:10][CH2:9][C:3]1[CH:4]=[CH:5][C:6]([Cl:8])=[CH:7][C:2]=1[Cl:1])[CH2:18][C:19]([OH:21])=[O:20])([OH:25])=[O:24]. Reported procedure: ±(3R*,4S*) Methyl 11-(2,4-dichlorophenyl)-3,4-dihydroxy-3-methoxycarbonylundecanoate (189 mg, 0.434 mmol: prepared in analogous fashion to the higher homologue described in example 5) was heated under reflux in aqueous HCl (7.7M) for 3 h. The solution was cooled, diluted with water, and extracted with ether. The extracts were washed with aqueous NaOH, then the aqueous phase washed with ether, and acidified (aqueous HCl). The mixture was extracted with ether again. The extracts were washed with w... The reactants are CCCOc1ccc(-c2ccc3c(c2)C=C(C(=O)OC)CCN3Cc2cnn(CC)c2)cc1, CO, Cl, [Na+], C1CCOC1, [OH-], O. Product: CCCOc1ccc(-c2ccc3c(c2)C=C(C(=O)O)CCN3Cc2cnn(CC)c2)cc1. As a reaction SMILES: [CH2:1]([CH3:2])[n:3]1[n:4][cH:5][c:6]([CH2:8][N:9]2[CH2:10][CH2:11][C:12]([C:30](=[O:31])[O:32][CH3:33])=[CH:13][c:14]3[c:15]2[cH:16][cH:17][c:18](-[c:20]2[cH:21][cH:22][c:23]([O:26][CH2:27][CH2:28][CH3:29])[cH:24][cH:25]2)[cH:19]3)[cH:7]1.[CH3:43][OH:44].[ClH:37].[Na+:35].[O:38]1[CH2:39][CH2:40][CH2:41][CH2:42]1.[OH-:34].[OH2:36]>>[CH2:1]([CH3:2])[n:3]1[n:4][cH:5][c:6]([CH2:8][N:9]2[CH2:10][CH2:11][C:12]([C:30](=[O:31])[OH:32])=[CH:13][c:14]3[c:15]2[cH:16][cH:17][c:18](-[c:20]2[cH:21][cH:22][c:23]([O:26][CH2:27][CH2:28][CH3:29])[cH:24][cH:25]2)[cH:19]3)[cH:7]1. Starting materials: CCOC(=O)[C@H](C)O (L-ethyl lactate), CCOC(=O)[C@H](C)O (L-ethyl lactate), C([C@@H](O)C)(=O)O (L-lactic acid), C(C(O)C)(=O)O (lactic acid). The product is C[C@H]1C(=O)O[C@H](C(=O)O1)C (L-Lactide). RXN SMILES: CC[O:3][C:4]([C@@H:6](O)[CH3:7])=O.[C:9]([OH:14])(=[O:13])[C@H:10]([CH3:12])[OH:11].C(O)(=O)C(C)O>>[CH3:12][C@@H:10]1[O:11][C:4](=[O:3])[C@H:6]([CH3:7])[O:14][C:9]1=[O:13]. Reported procedure: The reaction was performed in the same manner as in Example 1 to produce lactide, except that a mixture containing L-ethyl lactate with L-lactic acid and an oligomer of lactic acid which were 10% by weight with respect to L-ethyl lactate. Reactants: OCC(CO)(CO)[NH3+] ((1,3-dihydroxy-2-hydroxymethyl-2-propyl)ammonium), C(C)(C)C1CC2=CC=C(C=C2C1)C(C(=O)O)=O (2-isopropyl-α-oxo-5-indanacetic acid). Yields the product C(C)(C)C1CC2=CC=C(C=C2C1)CC(=O)O (2-isopropyl-5-indanacetic acid). As a reaction SMILES: OCC([NH3+])(CO)CO.[CH:9]([CH:12]1[CH2:20][C:19]2[C:14](=[CH:15][CH:16]=[C:17]([C:21](=O)[C:22]([OH:24])=[O:23])[CH:18]=2)[CH2:13]1)([CH3:11])[CH3:10]>>[CH:9]([CH:12]1[CH2:20][C:19]2[C:14](=[CH:15][CH:16]=[C:17]([CH2:21][C:22]([OH:24])=[O:23])[CH:18]=2)[CH2:13]1)([CH3:11])[CH3:10]. Procedure details: A solution of 10 g of sodium hydroxide in 20 cc of water is added to a solution of 24.5 g of crude 2-isopropyl-α-oxo-5-indanacetic acid ethyl ester in 300 cc of ethanol, and the mixture is boiled at reflux for 11/2 hours. The solution is concentrated, diluted with water, and the neutral by-products are extracted with ether. The aqueous phase is then acidified with hydrochloric acid, extracted with ether, the ether extract is washed with water, dried over sodium sulphate and concentrated by evapo... Reactants: C(C)OC(=O)C=1C(=C2C(=C(N1)Br)SN=C2C2=CC=CC=C2)O (7-bromo-4-hydroxy-3-phenyl-isothiazolo[5,4-c]pyridine-5-carboxylic acid ethyl ester), C[Sn](C)(C)C (tetramethyltin). The product is C(C)OC(=O)C=1C(=C2C(=C(N1)C)SN=C2C2=CC=CC=C2)O (4-Hydroxy-7-methyl-3-phenyl-isothiazolo[5,4-c]pyridine-5-carboxylic acid ethyl ester). As a reaction SMILES: [CH2:1]([O:3][C:4]([C:6]1[C:7]([OH:22])=[C:8]2[C:15]([C:16]3[CH:21]=[CH:20][CH:19]=[CH:18][CH:17]=3)=[N:14][S:13][C:9]2=[C:10](Br)[N:11]=1)=[O:5])[CH3:2].[CH3:23][Sn](C)(C)C>>[CH2:1]([O:3][C:4]([C:6]1[C:7]([OH:22])=[C:8]2[C:15]([C:16]3[CH:21]=[CH:20][CH:19]=[CH:18][CH:17]=3)=[N:14][S:13][C:9]2=[C:10]([CH3:23])[N:11]=1)=[O:5])[CH3:2]. Procedure details: Prepared in analogy to Example 36 from 7-bromo-4-hydroxy-3-phenyl-isothiazolo[5,4-c]pyridine-5-carboxylic acid ethyl ester and tetramethyltin; MS (m/z): 315.32 (M+H+). Reactants: O=C1C2=C(NC=C1C#N)C=CS2 (7-oxo-4,7-dihydrothieno[3,2-b]pyridine-6-carbonitrile), P(=O)(Cl)(Cl)Cl (phosphorous oxychloride). Yields the product ClC1=C2C(=NC=C1C#N)C=CS2 (7-Chlorothieno[3,2-b]pyridine-6-carbonitrile). As a reaction SMILES: O=[C:2]1[C:7]([C:8]#[N:9])=[CH:6][NH:5][C:4]2[CH:10]=[CH:11][S:12][C:3]1=2.P(Cl)(Cl)([Cl:15])=O>>[Cl:15][C:2]1[C:7]([C:8]#[N:9])=[CH:6][N:5]=[C:4]2[CH:10]=[CH:11][S:12][C:3]=12. Reported procedure: A mixture of 7-oxo-4,7-dihydrothieno[3,2-b]pyridine-6-carbonitrile (3.00 g, 17.0 mmol) and 25 mL of phosphorous oxychloride is heated at reflux for 10 minutes. The reaction mixture is cooled to room temperature and the dark solids are removed by filtration. The filtrate is poured into hexane and allowed to stand at room temperature. The solvent is decanted off and the residual oil is dissolved in ethyl acetate and the solution is washed with water. The organic layer is dried over magnesium sulfa...